The task is: describe an organic reaction: reactants, conditions, products, and yield. This data is from the Open Reaction Database (ORD), a public repository of structured organic reaction records. Reactants: C(C)(C)OCCOCC1=CC=C(OCC(CN=C(C)C)O)C=C1 (1-(p-2-isopropoxyethoxymethylphenoxy)-3-isopropylideneamino-propan-2-ol), C(C)(C)OCCOCC1=CC=C(OCC2CO2)C=C1 (1-(p-2-isopropoxyethoxymethylphenoxy)-2,3-epoxypropane), N (ammonia). Product: C(C)(C)OCCOCC1=CC=C(OCC(CN)O)C=C1 (1-(p-2-isopropoxyethoxymethylphenoxy)-3-amino-propan-2-ol). As a reaction SMILES: [CH:1]([O:4][CH2:5][CH2:6][O:7][CH2:8][C:9]1[CH:23]=[CH:22][C:12]([O:13][CH2:14][CH:15]([OH:21])[CH2:16][N:17]=C(C)C)=[CH:11][CH:10]=1)([CH3:3])[CH3:2].C(OCCOCC1C=CC(OCC2OC2)=CC=1)(C)C.N>>[CH:1]([O:4][CH2:5][CH2:6][O:7][CH2:8][C:9]1[CH:10]=[CH:11][C:12]([O:13][CH2:14][CH:15]([OH:21])[CH2:16][NH2:17])=[CH:22][CH:23]=1)([CH3:3])[CH3:2]. Procedure: A solution of 10 g. of 1-(p-2-isopropoxyethoxymethylphenoxy)-3-isopropylideneamino-propan-2-ol [obtainable by reacting 1-(p-2-isopropoxyethoxymethylphenoxy)-2,3-epoxypropane with ammonia to give 1-(p-2-isopropoxyethoxymethylphenoxy)-3-amino-propan-2-ol and subsequently reacting this with acetone] in 250 ml. of ethanol was hydrogenated on 0.5 g. of Raney nickel at 25° under 1 atmosphere of pressure until 1 equivalent of H2 had been absorbed. The mixture was filtered and the filtrate evaporated to... Reactants: C([O-])(O)=O.[Na+] (sodium bicarbonate), C(=O)O (formic acid), C(C)(=O)OC(C)=O (acetic anhydride), FC1=C(OC2(CCNCC2)C2=CC=CC=C2)C(=C(C(=C1F)F)F)F (4-(2,3,4,5,6-pentafluorophenoxy)-4-phenylpiperidine). The solvent is C(C)OCC (diethyl ether), O (water). Run at temperature 55 celsius, time 1 hour. The product is C(=O)N1CCC(CC1)(C1=CC=CC=C1)OC1=C(C(=C(C(=C1F)F)F)F)F (1-formyl-4-(2,3,4,5,6-pentafluorophenoxy)-4-phenylpiperidine). Yield: 64.0%. As a reaction SMILES: [CH:1](O)=[O:2].C(OC(=O)C)(=O)C.[F:11][C:12]1[C:30]([F:31])=[C:29]([F:32])[C:28]([F:33])=[C:27]([F:34])[C:13]=1[O:14][C:15]1([C:21]2[CH:26]=[CH:25][CH:24]=[CH:23][CH:22]=2)[CH2:20][CH2:19][NH:18][CH2:17][CH2:16]1.C(=O)(O)[O-].[Na+]>C(OCC)C.O>[CH:1]([N:18]1[CH2:17][CH2:16][C:15]([O:14][C:13]2[C:27]([F:34])=[C:28]([F:33])[C:29]([F:32])=[C:30]([F:31])[C:12]=2[F:11])([C:21]2[CH:22]=[CH:23][CH:24]=[CH:25][CH:26]=2)[CH2:20][CH2:19]1)=[O:2] |f:3.4|. Procedure: A mixture of 1.5 ml of formic acid and 3.5 ml of acetic anhydride was stirred at 55° C. for one hour, cooled and then treated with a solution of 4.0 g of 4-(2,3,4,5,6-pentafluorophenoxy)-4-phenylpiperidine in 50 ml of diethyl ether. After stirring at ambient temperature for three hours, the reaction mixture was poured into 100 ml of water, basified to a pH of about 10 by the addition of sodium bicarbonate, and extracted with ethyl acetate. The organic layer was washed with water, dried over anhy...